Dataset: the Open Reaction Database (ORD), a public repository of structured organic reaction records. Task: describe an organic reaction: reactants, conditions, products, and yield Reactants: C(#C)C1=CN(C=2C=NN(C(C21)=O)COCC[Si](C)(C)C)COCC[Si](C)(C)C (3-ethynyl-1,5-bis(2-trimethylsilylethoxymethyl)-1,5-dihydropyrrolo[2,3-d]pyridazin-4-one), C(C)O (ethanol), [H][H] (hydrogen). Reagents/catalysts: [Pd] (palladium). The solvent is O1CCCC1 (tetrahydrofuran). The product is C(C)C1=CN(C=2C=NN(C(C21)=O)COCC[Si](C)(C)C)COCC[Si](C)(C)C (3-Ethyl-1,5-bis(2-trimethylsilylethoxymethyl)-1,5-dihydropyrrolo[2,3-d]pyridazin-4-one). Isolated yield 92.6%. As a reaction SMILES: [C:1]([C:3]1[C:11]2[C:10](=[O:12])[N:9]([CH2:13][O:14][CH2:15][CH2:16][Si:17]([CH3:20])([CH3:19])[CH3:18])[N:8]=[CH:7][C:6]=2[N:5]([CH2:21][O:22][CH2:23][CH2:24][Si:25]([CH3:28])([CH3:27])[CH3:26])[CH:4]=1)#[CH:2].C(O)C.[H][H]>[Pd].O1CCCC1>[CH2:1]([C:3]1[C:11]2[C:10](=[O:12])[N:9]([CH2:13][O:14][CH2:15][CH2:16][Si:17]([CH3:18])([CH3:19])[CH3:20])[N:8]=[CH:7][C:6]=2[N:5]([CH2:21][O:22][CH2:23][CH2:24][Si:25]([CH3:27])([CH3:26])[CH3:28])[CH:4]=1)[CH3:2]. Reported procedure: To 8.56 g (20.4 mmol) of 3-ethynyl-1,5-bis(2-trimethylsilylethoxymethyl)-1,5-dihydropyrrolo[2,3-d]pyridazin-4-one obtained in Reference example 19-(b) were added 300 ml of ethanol and 200 ml of tetrahydrofuran, then, 2.0 g of 5% palladium-active carbon was added to the mixture, and the mixture was stirred under 1 atm hydrogen atmosphere at room temperature for 15 hours. After completion of the reaction, insoluble material was removed from the reaction suspension by filtration, and the filtrate w... The reactants are C(C)(C)(C)OC(=O)N[C@@H]1CN(C[C@@H](C1)C(F)(F)F)C1=C(C=NC=C1)NC(=O)C1=NC2=CC(=CC=C2C=C1NC(OCC1=CC=CC=C1)=O)N1CCN(CC1)C (benzyl [2-[({4-[(3S,5R)-3-[(tert-butoxycarbonyl)amino]-5-(trifluoromethyl)piperidin-1-yl]pyridin-3-yl}amino)carbonyl]-7-(4-methylpiperazin-1-yl)quinolin-3-yl]carbamate), Br (HBr). Run in CC(=O)O (AcOH). Run at time 2 hour. Product: NC=1C(=NC2=CC(=CC=C2C1)N1CCN(CC1)C)C(=O)NC=1C=NC=CC1N1C[C@H](C[C@H](C1)C(F)(F)F)N (3-Amino-N-{4-[(3S,5R)-3-amino-5-(trifluoromethyl)piperidin-1-yl]pyridin-3-yl}-7-(4-methylpiperazin-1-yl)quinoline-2-carboxamide). Reaction SMILES: C(OC([NH:8][C@H:9]1[CH2:14][C@@H:13]([C:15]([F:18])([F:17])[F:16])[CH2:12][N:11]([C:19]2[CH:24]=[CH:23][N:22]=[CH:21][C:20]=2[NH:25][C:26]([C:28]2[C:37]([NH:38]C(=O)OCC3C=CC=CC=3)=[CH:36][C:35]3[C:30](=[CH:31][C:32]([N:49]4[CH2:54][CH2:53][N:52]([CH3:55])[CH2:51][CH2:50]4)=[CH:33][CH:34]=3)[N:29]=2)=[O:27])[CH2:10]1)=O)(C)(C)C.Br>CC(O)=O>[NH2:38][C:37]1[C:28]([C:26]([NH:25][C:20]2[CH:21]=[N:22][CH:23]=[CH:24][C:19]=2[N:11]2[CH2:12][C@H:13]([C:15]([F:17])([F:18])[F:16])[CH2:14][C@H:9]([NH2:8])[CH2:10]2)=[O:27])=[N:29][C:30]2[C:35]([CH:36]=1)=[CH:34][CH:33]=[C:32]([N:49]1[CH2:54][CH2:53][N:52]([CH3:55])[CH2:51][CH2:50]1)[CH:31]=2. Procedure: A mixture of benzyl [2-[({4-[(3S,5R)-3-[(tert-butoxycarbonyl)amino]-5-(trifluoromethyl)piperidin-1-yl]pyridin-3-yl}amino)carbonyl]-7-(4-methylpiperazin-1-yl)quinolin-3-yl]carbamate (0.006 g, 0.008 mmol) and 2 mL of 4.0 M HBr in AcOH was stirred at room temperature for 2 h. The mixture was concentrated under reduced pressure, and the residue was then treated with 4.5 mL of MeOH and 0.5 mL of NH4OH solution. The mixture was filtered and the filtrate was purified by preparative HPLC (XBridge™ C18 c... The reactants are C(C=C)N1N=NN=C1C1=CC=C(C=C1)C1=CC=C(C=C1)OCOC (1-allyl-5-(4′-methoxymethoxy-1,1′-biphenyl-4-yl)-1H-tetrazole), C(C=C)Br (Allyl bromide), C([O-])([O-])=O.[Cs+].[Cs+] (cesium carbonate), O (water). The solvent is CN(C=O)C (N,N-dimethylformamide). Run at time 1 hour. Yields the product C(C=C)N1N=C(N=N1)C1=CC=C(C=C1)C1=CC=C(C=C1)OCOC (2-allyl-5-(4′-methoxymethoxy-1,1′-biphenyl-4-yl)-2H-tetrazole). The yield is 71.0%. RXN SMILES: [CH2:1](Br)[CH:2]=[CH2:3].C(=O)([O-])[O-].[Cs+].[Cs+].O.C([N:15]1[C:19]([C:20]2[CH:25]=[CH:24][C:23]([C:26]3[CH:31]=[CH:30][C:29]([O:32][CH2:33][O:34][CH3:35])=[CH:28][CH:27]=3)=[CH:22][CH:21]=2)=[N:18][N:17]=[N:16]1)C=C>CN(C)C=O>[CH2:1]([N:16]1[N:17]=[N:18][C:19]([C:20]2[CH:21]=[CH:22][C:23]([C:26]3[CH:31]=[CH:30][C:29]([O:32][CH2:33][O:34][CH3:35])=[CH:28][CH:27]=3)=[CH:24][CH:25]=2)=[N:15]1)[CH:2]=[CH2:3] |f:1.2.3|. Procedure details: Allyl bromide (0.27 ml, 3.13 mmol) and cesium carbonate (1.02 g, 3.13 mmol) were added to a solution of the obtained compound in N,N-dimethylformamide (5 ml), and the mixture was stirred at room temperature for 1 hour. After water was added to the reaction mixture and the mixture was extracted with ethyl acetate, the organic layer was washed with a saturated aqueous NaCl solution and dried with anhydrous sodium sulfate. The residue obtained by removing the solvent under reduced pressure was puri...